From a dataset of the Open Reaction Database (ORD), a public repository of structured organic reaction records. describe an organic reaction: reactants, conditions, products, and yield Starting materials: CC(=O)OC(C)=O, O=Cc1cccnc1, COC(=O)c1cn(-c2ccc(F)cc2)c(C)cc1=O, CC=CC(=O)CC(=O)OC, O. Reaction SMILES: [CH3:38][C:39]([O:40][C:41](=[O:42])[CH3:43])=[O:44].[CH:30]([c:31]1[cH:32][n:33][cH:34][cH:35][cH:36]1)=[O:37].[F:1][c:2]1[cH:3][cH:4][c:5](-[n:8]2[cH:9][c:10]([C:11](=[O:12])[O:13][CH3:14])[c:15](=[O:19])[cH:16][c:17]2[CH3:18])[cH:6][cH:7]1.[O:20]=[C:21]([CH:22]=[CH:23][CH3:24])[CH2:25][C:26]([O:27][CH3:28])=[O:29].[OH2:45]>>[F:1][c:2]1[cH:3][cH:4][c:5](-[n:8]2[cH:9][c:10]([C:11](=[O:12])[O:13][CH3:14])[c:15](=[O:19])[cH:16][c:17]2[CH:18]=[CH:30][c:31]2[cH:32][n:33][cH:34][cH:35][cH:36]2)[cH:6][cH:7]1. Product: COC(=O)c1cn(-c2ccc(F)cc2)c(C=Cc2cccnc2)cc1=O. Reactants: [BH4-], CCO, COc1nc([Si](C)(C)C)cc(I)c1C=O, [Na+]. Yields the product COc1nc([Si](C)(C)C)cc(I)c1CO. RXN SMILES: [BH4-:1].[CH3:18][CH2:19][OH:20].[I:3][c:4]1[c:5]([CH:16]=[O:17])[c:6]([O:14][CH3:15])[n:7][c:8]([Si:10]([CH3:11])([CH3:12])[CH3:13])[cH:9]1.[Na+:2]>>[I:3][c:4]1[c:5]([CH2:16][OH:17])[c:6]([O:14][CH3:15])[n:7][c:8]([Si:10]([CH3:11])([CH3:12])[CH3:13])[cH:9]1. Reactants: BrCCc1c[nH]c2ccccc12, O=C([O-])[O-], [Cl-], [Cs+], [Cs+], CCOCc1nc2c(N)nc3cc(O)ccc3c2n1CC(C)(C)O, [Na+], CN(C)C=O, O. The product is CCOCc1nc2c(N)nc3cc(OCCc4c[nH]c5ccccc45)ccc3c2n1CC(C)(C)O. RXN SMILES: [Br:31][CH2:32][CH2:33][c:34]1[cH:35][nH:36][c:37]2[cH:38][cH:39][cH:40][cH:41][c:42]12.[C:25](=[O:26])([O-:27])[O-:28].[Cl-:44].[Cs+:29].[Cs+:30].[NH2:1][c:2]1[n:3][c:4]2[cH:5][c:6]([OH:24])[cH:7][cH:8][c:9]2[c:10]2[c:11]1[n:12][c:13]([CH2:20][O:21][CH2:22][CH3:23])[n:14]2[CH2:15][C:16]([CH3:17])([CH3:18])[OH:19].[Na+:43].[O:46]=[CH:47][N:48]([CH3:49])[CH3:50].[OH2:45]>>[NH2:1][c:2]1[n:3][c:4]2[cH:5][c:6]([O:24][CH2:32][CH2:33][c:34]3[cH:35][nH:36][c:37]4[cH:38][cH:39][cH:40][cH:41][c:42]34)[cH:7][cH:8][c:9]2[c:10]2[c:11]1[n:12][c:13]([CH2:20][O:21][CH2:22][CH3:23])[n:14]2[CH2:15][C:16]([CH3:17])([CH3:18])[OH:19].